This data is from the Open Reaction Database (ORD), a public repository of structured organic reaction records. The task is: describe an organic reaction: reactants, conditions, products, and yield The reactants are CCOC(=O)C(Cc1ccc(OCc2ccccc2)cc1Cl)OC, CCOC(C)=O. Yields the product CCOC(=O)C(Cc1ccc(O)cc1Cl)OC. Reaction SMILES: [CH2:1]([CH3:2])[O:3][C:4]([CH:5]([CH2:6][c:7]1[c:8]([Cl:21])[cH:9][c:10]([O:13][CH2:14][c:15]2[cH:16][cH:17][cH:18][cH:19][cH:20]2)[cH:11][cH:12]1)[O:22][CH3:23])=[O:24].[CH3:25][CH2:26][O:27][C:28](=[O:29])[CH3:30]>>[CH2:1]([CH3:2])[O:3][C:4]([CH:5]([CH2:6][c:7]1[c:8]([Cl:21])[cH:9][c:10]([OH:13])[cH:11][cH:12]1)[O:22][CH3:23])=[O:24].